This data is from the Open Reaction Database (ORD), a public repository of structured organic reaction records. The task is: describe an organic reaction: reactants, conditions, products, and yield The reactants are COC(=O)C1=NC(=C2N=CN(C2=N1)[C@H]1[C@@H]([C@@H]([C@H](C1)NC(COC(C)=O)=O)O)O)N[C@@H](CC1=CC=CC=C1)CO (9-[(1R,2S,3R,4S)-4-(2-Acetoxy-acetylamino)-2,3-dihydroxy-cyclopentyl]-6-((S)-1-hydroxymethyl-2-phenyl-ethylamino)-9H-purine-2-carboxylic acid methyl ester), C(CN)N (ethylenediamine). Reaction conditions: temperature 90 celsius, time 1 hour. The product is NCCNC(=O)C1=NC(=C2N=CN(C2=N1)[C@H]1[C@@H]([C@@H]([C@H](C1)NC(CO)=O)O)O)N[C@@H](CC1=CC=CC=C1)CO (9-[(1R,2S,3R,4S)-2,3-Dihydroxy-4-(2-hydroxy-acetylamino)-cyclopentyl]-6-((S)-1-hydroxymethyl-2-phenyl-ethylamino)-9H-purine-2-carboxylic acid (2-amino-ethyl)-amide). Reaction SMILES: CO[C:3]([C:5]1[N:13]=[C:12]2[C:8]([N:9]=[CH:10][N:11]2[C@@H:14]2[CH2:18][C@H:17]([NH:19][C:20](=[O:26])[CH2:21][O:22]C(=O)C)[C@@H:16]([OH:27])[C@H:15]2[OH:28])=[C:7]([NH:29][C@H:30]([CH2:38][OH:39])[CH2:31][C:32]2[CH:37]=[CH:36][CH:35]=[CH:34][CH:33]=2)[N:6]=1)=[O:4].[CH2:40]([NH2:43])[CH2:41][NH2:42]>>[NH2:42][CH2:41][CH2:40][NH:43][C:3]([C:5]1[N:13]=[C:12]2[C:8]([N:9]=[CH:10][N:11]2[C@@H:14]2[CH2:18][C@H:17]([NH:19][C:20](=[O:26])[CH2:21][OH:22])[C@@H:16]([OH:27])[C@H:15]2[OH:28])=[C:7]([NH:29][C@H:30]([CH2:38][OH:39])[CH2:31][C:32]2[CH:37]=[CH:36][CH:35]=[CH:34][CH:33]=2)[N:6]=1)=[O:4]. Reported procedure: 9-[(1R,2S,3R,4S)-4-(2-Acetoxy-acetylamino)-2,3-dihydroxy-cyclopentyl]-6-((S)-1-hydroxymethyl-2-phenyl-ethylamino)-9H-purine-2-carboxylic acid methyl ester (Intermediate WF) is dissolved in ethylenediamine (>10 eq.). The reaction mixture is stirred at 90° C. for 1 hour. The reaction mixture is cooled and reduced in vacuo. The title compound is obtained by column chromatography. The reactants are COC([C@@H](N)CC1=CC=C(C=C1)NC(=O)C1=C(C=CC=C1Cl)Cl)=O (4-[[(2,6-dichlorophenyl)carbonyl]amino]-L-phenylalanine methyl ester), ClC1=C(C(=O)O)C=CC(=C1)S(=O)(=O)C (2-chloro-4-methylsulfonylbenzoic acid). Yields the product COC([C@@H](NC(=O)C1=C(C=C(C=C1)S(=O)(=O)C)Cl)CC1=CC=C(C=C1)NC(=O)C1=C(C=CC=C1Cl)Cl)=O (4-[[(2,6-Dichlorophenyl)carbonyl]amino]-N-[(2-chloro-4-methylsulfonylphenyl)carbonyl]-L-phenylalanine methyl ester). Yield: 73.0%. RXN SMILES: [CH3:1][O:2][C:3](=[O:24])[C@H:4]([CH2:6][C:7]1[CH:12]=[CH:11][C:10]([NH:13][C:14]([C:16]2[C:21]([Cl:22])=[CH:20][CH:19]=[CH:18][C:17]=2[Cl:23])=[O:15])=[CH:9][CH:8]=1)[NH2:5].[Cl:25][C:26]1[CH:34]=[C:33]([S:35]([CH3:38])(=[O:37])=[O:36])[CH:32]=[CH:31][C:27]=1[C:28](O)=[O:29]>>[CH3:1][O:2][C:3](=[O:24])[C@H:4]([CH2:6][C:7]1[CH:8]=[CH:9][C:10]([NH:13][C:14]([C:16]2[C:21]([Cl:22])=[CH:20][CH:19]=[CH:18][C:17]=2[Cl:23])=[O:15])=[CH:11][CH:12]=1)[NH:5][C:28]([C:27]1[CH:31]=[CH:32][C:33]([S:35]([CH3:38])(=[O:37])=[O:36])=[CH:34][C:26]=1[Cl:25])=[O:29]. Procedure details: 4-[[(2,6-Dichlorophenyl)carbonyl]amino]-N-[(2-chloro-4-methylsulfonylphenyl)carbonyl]-L-phenylalanine methyl ester was prepared in 73% yield from 4-[[(2,6-dichlorophenyl)carbonyl]amino]-L-phenylalanine methyl ester and 2-chloro-4-methylsulfonylbenzoic acid using the general procedure described in example 3. HR MS: Obs. mass, 583.0263. Calcd. mass, 583.0264 (M+H).